Dataset: the Open Reaction Database (ORD), a public repository of structured organic reaction records. Task: describe an organic reaction: reactants, conditions, products, and yield Reactants: CO.CCOC(=O)C (MeOH EtOAc), C(C)C=1N(C2=CC=C(C=C2C1CC(=O)N)OCCCC(=O)NN)CC1=CC=CC=C1 (2-ethyl-5-(4-hydrazino-4-oxobutoxy)-1-(phenylmethyl)-1H-indole-3-acetamide). Reagents/catalysts: [Ni] (Ni). The solvent is CCO (EtOH), C(C)O (ethanol). Product: NC(CCCOC=1C=C2C(=C(N(C2=CC1)CC1=CC=CC=C1)CC)CC(=O)N)=O (5-(4-amino-4-oxobutoxy)-2-ethyl-1-(phenylmethyl)-1H-indole-3-acetamide). Isolated yield 47.4%. As a reaction SMILES: [CH2:1]([C:3]1[N:4]([CH2:24][C:25]2[CH:30]=[CH:29][CH:28]=[CH:27][CH:26]=2)[C:5]2[C:10]([C:11]=1[CH2:12][C:13]([NH2:15])=[O:14])=[CH:9][C:8]([O:16][CH2:17][CH2:18][CH2:19][C:20]([NH:22]N)=[O:21])=[CH:7][CH:6]=2)[CH3:2].CO.CCOC(C)=O>C(O)C.[Ni]>[NH2:22][C:20](=[O:21])[CH2:19][CH2:18][CH2:17][O:16][C:8]1[CH:9]=[C:10]2[C:5](=[CH:6][CH:7]=1)[N:4]([CH2:24][C:25]1[CH:30]=[CH:29][CH:28]=[CH:27][CH:26]=1)[C:3]([CH2:1][CH3:2])=[C:11]2[CH2:12][C:13]([NH2:15])=[O:14] |f:1.2|. Procedure: A mixture of 150 mg (0.37 mmol) of 2-ethyl-5-(4-hydrazino-4-oxobutoxy)-1-(phenylmethyl)-1H-indole-3-acetamide and 200 mg of Raney Ni in 15 mL of ethanol was heated to maintain reflux for 2 hours. After cooling, the EtOH was poured off and the Raney Ni washed twice with methylene chloride. The combined washes were filtered, concentrated at reduced pressure and the residue chromatographed on silica eluting with EtOAc, then 10% MeOH/EtOAc to give 69 mg (47% yield) of 5-(4-amino-4-oxobutoxy)-2-ethyl... Starting materials: N(=[N+]=[N-])CCCC1NCCCC1 (2-(3'-azidopropyl)-piperidine), C(=S)OCC (ethyl thioformate). The solvent is CCOCC (ether). Conditions: time 8 hour. Product: C(=S)N1C(CCCC1)CCCN=[N+]=[N-] (N-thioformyl-2-(3'-azidopropyl)-piperidine). Reaction SMILES: [N:1]([CH2:4][CH2:5][CH2:6][CH:7]1[CH2:12][CH2:11][CH2:10][CH2:9][NH:8]1)=[N+:2]=[N-:3].[CH:13](OCC)=[S:14]>CCOCC>[CH:13]([N:8]1[CH2:9][CH2:10][CH2:11][CH2:12][CH:7]1[CH2:6][CH2:5][CH2:4][N:1]=[N+:2]=[N-:3])=[S:14]. Reported procedure: To a solution of 2-(3'-azidopropyl)-piperidine (1.8 g) in ether (10 ml) was added ethyl thioformate (1.5 ml). The solution was kept at 4° C. overnight and evaporated to leave an oil which was purified by chromatography on silica gel. The IR-spectrum (CHCl3) showed strong bands at 2950, 2100, 1485, 1445 and 1250 cm-1.